This data is from the Open Reaction Database (ORD), a public repository of structured organic reaction records. The task is: describe an organic reaction: reactants, conditions, products, and yield Reactants: [Cl-].[Na+] (sodium chloride), S(=O)([O-])S(=O)[O-].[Na+].[Na+] (Sodium dithionite), O (water), ClC=1C=CC(=C(C1)[C@@](C(=O)O)(C1=C(C=C(C=C1)C(F)(F)F)[N+](=O)[O-])F)OC ((R)-(+)-5-Chloro-2-methoxy-α-fluoro-a-[2-nitro-4-(trifluoromethyl)phenyl]benzeneacetic acid), C([O-])(O)=O.[Na+] (Sodium bicarbonate), O (water). Solvent: C(C)O (ethanol), C(C)(=O)OCC (ethyl acetate), C1CCOC1 (THF). Conditions: temperature 60 celsius, time 15 minute. Yields the product ClC=1C=CC(=C(C1)N1C([C@@H](C2=CC=C(C=C12)C(F)(F)F)F)=O)OC ((3R)-(-)-(5-Chloro-2-methoxyphenyl)-3-fluoro-1.3-dihydro-6-(trifluoromethyl)-2H-indol-2-one). Reaction SMILES: ClC1C=CC(OC)=C([C@:8]([F:25])([C:12]2[CH:17]=[CH:16][C:15]([C:18]([F:21])([F:20])[F:19])=[CH:14][C:13]=2[N+:22]([O-])=O)[C:9]([OH:11])=O)C=1.O.[C:29](=[O:32])(O)[O-].[Na+].S(S([O-])=O)([O-])=O.[Na+].[Na+].[Cl-:42].[Na+]>C1COCC1.C(OCC)(=O)C.C(O)C>[Cl:42][C:12]1[CH:13]=[CH:14][C:15]([O:32][CH3:29])=[C:16]([N:22]2[C:13]3[C:12](=[CH:17][CH:16]=[C:15]([C:18]([F:19])([F:20])[F:21])[CH:14]=3)[C@@H:8]([F:25])[C:9]2=[O:11])[CH:17]=1 |f:2.3,4.5.6,7.8|. Reported procedure: The free acid obtained in Step A was dissolved in THF (60 mL) and then water was added (60 mL). Sodium bicarbonate (8.1 g, 96.2 mmol) was added slowly (evolution of gas is observed) to afford a homogeneous solution. Sodium dithionite (15.04 g, 73.47 mmol) was added portion wise as a solid over 60 minutes while stirring vigorously (evolution of gas is observed). HPLC analysis after 15 minutes showed the reaction was complete. The reaction mixture was diluted with saturated sodium chloride solutio... Starting materials: COC(CC=1C=C2C=C(C=NC2=CC1F)Br)=O ((3-bromo-7-fluoro-quinolin-6-yl)-acetic acid methyl ester). RXN SMILES: C[O:2][C:3](=[O:17])[CH2:4][C:5]1[CH:6]=[C:7]2[C:12](=[CH:13][C:14]=1[F:15])[N:11]=[CH:10][C:9]([Br:16])=[CH:8]2>[OH-].[Na+]>[Br:16][C:9]1[CH:10]=[N:11][C:12]2[C:7]([CH:8]=1)=[CH:6][C:5]([CH2:4][C:3]([OH:17])=[O:2])=[C:14]([F:15])[CH:13]=2 |f:1.2|. Yields the product BrC=1C=NC2=CC(=C(C=C2C1)CC(=O)O)F ((3-bromo-7-fluoro-quinolin-6-yl)-acetic acid). Isolated yield 83.1%. Run in [OH-].[Na+] (NaOH). Procedure: A suspension of (3-bromo-7-fluoro-quinolin-6-yl)-acetic acid methyl ester (13.9 g, 46.6 mmol) in 72 mL of aqueous NaOH (2N) was heated to reflux for 2 hrs then cooled to r.t. The mixture was washed with dichloromethane (50 mL×2) and the aqueous phase acidified with 5N hydrochloric acid to pH 4. The white precipitate was collected via filtration, washed with water and dried. 11.0 g of the title compound was obtained as white powder in 83.3% yield. 1H NMR (DMSO-d6): δ 12.64 (s, 1H), 8.94˜8.95 (d, ... The reactants are BrC=1C(=NC(=C(C(=O)O)C1)C(F)(F)F)OCC(F)(F)F (5-bromo-6-(2,2,2-trifluoro-ethoxy)-2-trifluoromethyl-nicotinic acid), N[C@H]1[C@@H](CCCC1)O ((1R,2R)-2-amino-cyclohexanol). Yields the product BrC=1C(=NC(=C(C(=O)N[C@H]2[C@@H](CCCC2)O)C1)C(F)(F)F)OCC(F)(F)F (5-Bromo-N-((1R,2R)-2-hydroxy-cyclohexyl)-6-(2,2,2-trifluoro-ethoxy)-2-trifluoromethyl-nicotinamide). RXN SMILES: [Br:1][C:2]1[C:3]([O:15][CH2:16][C:17]([F:20])([F:19])[F:18])=[N:4][C:5]([C:11]([F:14])([F:13])[F:12])=[C:6]([CH:10]=1)[C:7]([OH:9])=O.[NH2:21][C@@H:22]1[CH2:27][CH2:26][CH2:25][CH2:24][C@H:23]1[OH:28]>>[Br:1][C:2]1[C:3]([O:15][CH2:16][C:17]([F:20])([F:19])[F:18])=[N:4][C:5]([C:11]([F:14])([F:13])[F:12])=[C:6]([CH:10]=1)[C:7]([NH:21][C@@H:22]1[CH2:27][CH2:26][CH2:25][CH2:24][C@H:23]1[OH:28])=[O:9]. Procedure: The title compound was synthesized in analogy to Example 1c, using 5-bromo-6-(2,2,2-trifluoro-ethoxy)-2-trifluoromethyl-nicotinic acid and (1R,2R)-2-amino-cyclohexanol as starting materials, MS (ISP) 467.0 (M+H)+. The reactants are O=C([O-])[O-], CCCCCCC, Nc1c(F)cc(F)cc1Cl, [Cu], [I-], Cc1ccc(I)cc1, [K+], [K+], Cc1ccccc1C. Reaction SMILES: [C:20](=[O:21])([O-:22])[O-:23].[CH3:34][CH2:35][CH2:36][CH2:37][CH2:38][CH2:39][CH3:40].[Cl:9][c:10]1[c:11]([NH2:12])[c:13]([F:18])[cH:14][c:15]([F:17])[cH:16]1.[Cu:41].[I-:19].[I:1][c:2]1[cH:3][cH:4][c:5]([CH3:8])[cH:6][cH:7]1.[K+:24].[K+:25].[c:26]1([CH3:27])[c:28]([CH3:29])[cH:30][cH:31][cH:32][cH:33]1>>[c:2]1([NH:12][c:11]2[c:10]([Cl:9])[cH:16][c:15]([F:17])[cH:14][c:13]2[F:18])[cH:3][cH:4][c:5]([CH3:8])[cH:6][cH:7]1. Product: Cc1ccc(Nc2c(F)cc(F)cc2Cl)cc1.